Dataset: the Open Reaction Database (ORD), a public repository of structured organic reaction records. Task: describe an organic reaction: reactants, conditions, products, and yield Reactants: CC(=O)OC(C)=O, Nc1ccc2c(c1)CC(=O)N2. Product: CC(=O)Nc1ccc2c(c1)CC(=O)N2. RXN SMILES: [CH3:12][C:13](=[O:14])[O:15][C:16](=[O:17])[CH3:18].[NH2:1][c:2]1[cH:3][c:4]2[c:8]([cH:9][cH:10]1)[NH:7][C:6](=[O:11])[CH2:5]2>>[NH:1]([c:2]1[cH:3][c:4]2[c:8]([cH:9][cH:10]1)[NH:7][C:6](=[O:11])[CH2:5]2)[C:13]([CH3:12])=[O:14]. Reactants: C[Si](CCSC1=CC(=CC(=C1)C1=CC=CC=C1)F)(C)C (S-(2-trimethylsilylethyl)-3-fluoro-5-phenylthiophenol), [N+](CCCC)(CCCC)(CCCC)CCCC.[F-] (Bu4NF), C1CCOC1 (THF), CCOC(=O)C (EtOAc). Run in CN(C)C=O (DMF). Run at time 90 minute. The product is FC=1C=C(C=C(C1)C1=CC=CC=C1)S (3-Fluoro-5-phenylthiophenol). RXN SMILES: C[Si](C)(C)CC[S:5][C:6]1[CH:11]=[C:10]([C:12]2[CH:17]=[CH:16][CH:15]=[CH:14][CH:13]=2)[CH:9]=[C:8]([F:18])[CH:7]=1.[N+](CCCC)(CCCC)(CCCC)CCCC.[F-].C1COCC1.CCOC(C)=O>CN(C=O)C>[F:18][C:8]1[CH:7]=[C:6]([SH:5])[CH:11]=[C:10]([C:12]2[CH:17]=[CH:16][CH:15]=[CH:14][CH:13]=2)[CH:9]=1 |f:1.2|. Procedure: To S-(2-trimethylsilylethyl)-3-fluoro-5-phenylthiophenol (2.4 g) in DMF (50 mL) was added Bu4NF (16 mL of a 1M THF solution). After 90 min., EtOAc was added and this solution was washed with 1N HCl, H2O and brine. Concentration and chromatography (silica gel; hexane/EtOAc (9:1)) provided the title compound as a liquid. Reactants: C(C)C=1C(NC2=CC=C(C=C2N1)OCCCCC(=O)O)=O (3-ethyl-6-(4-carboxy butoxy)-2-oxo,1,2-dihydroquinoxaline), C(C)NC1CCCCC1 (N-ethylcyclohexylamine), CC=1C(NC2=CC=C(C=C2N1)OCCCCC(=O)O)=O (3-methyl-6-(4-carboxybutoxy)-2-oxo-1,2-dihydroquinoxaline), CNC1CCCCC1 (N-methylcyclohexylamine). Yields the product C(C)C=1C(NC2=CC=C(C=C2N1)OCCCCC(=O)N(C)C1CCCCC1)=O (3-ethyl-6-[4-(N-cyclohexyl-N-methyl-aminocarbonyl) butoxy]-2-oxo-1,2-dihydroquinoxaline). Yield: 77.4%. As a reaction SMILES: [CH2:1]([C:3]1[C:4](=[O:21])[NH:5][C:6]2[C:11]([N:12]=1)=[CH:10][C:9]([O:13][CH2:14][CH2:15][CH2:16][CH2:17][C:18]([OH:20])=O)=[CH:8][CH:7]=2)[CH3:2].CC1[C:24](=O)[NH:25][C:26]2[C:31](N=1)=[CH:30][C:29](OCCCCC(O)=O)=[CH:28][CH:27]=2.CNC1CCCCC1.C(NC1CCCCC1)C>>[CH2:1]([C:3]1[C:4](=[O:21])[NH:5][C:6]2[C:11]([N:12]=1)=[CH:10][C:9]([O:13][CH2:14][CH2:15][CH2:16][CH2:17][C:18]([N:25]([CH:26]1[CH2:31][CH2:30][CH2:29][CH2:28][CH2:27]1)[CH3:24])=[O:20])=[CH:8][CH:7]=2)[CH3:2]. Reported procedure: In Example 72 the compound 1013 was replaced by compound 1037 and N-methylcyclohexylamine was replaced by N-ethylcyclohexylamine 0.77 ml to obtain the compound 1035. Reactants: N1[C@H](C(=O)O)CCC1 (L-proline), C(C1=CC=CC=C1)N=C=O (benzyl isocyanate), Cl (Hydrochloric acid), C(C)(C)(C)OC(=O)N1[C@@H](CCC1)C(CC(=O)OCC)O ((S)-1-(tert-butoxycarbonyl)-2-[2-(ethoxycarbonyl)-1-hydroxyethyl]pyrrolidine). Solvent: CN(C)C=O (DMF), C(C)N(CC)CC (triethylamine). Reaction conditions: time 2 hour. Yields the product C(C)OC(=O)CC(O)[C@H]1N(CCC1)C(=O)[C@H]1N(CCC1)C(=O)NCC1=CC=CC=C1 ((S)-2-[[(S)-2-[2-(Ethoxycarbonyl)-1-hydroxyethyl]-1-pyrrolidinyl]carbonyl]-N-(phenylmethyl)-1-pyrrolidinecarboxamide). Isolated yield 94.8%. RXN SMILES: Cl.C(O[C:7]([N:9]1[CH2:13][CH2:12][CH2:11][C@H:10]1[CH:14]([OH:21])[CH2:15][C:16]([O:18][CH2:19][CH3:20])=[O:17])=[O:8])(C)(C)C.[NH:22]1[CH2:29][CH2:28][CH2:27][C@H:23]1C(O)=O.[CH2:30]([N:37]=[C:38]=[O:39])[C:31]1[CH:36]=[CH:35][CH:34]=[CH:33][CH:32]=1>CN(C=O)C.C(N(CC)CC)C>[CH2:19]([O:18][C:16]([CH2:15][CH:14]([C@@H:10]1[CH2:11][CH2:12][CH2:13][N:9]1[C:7]([C@@H:29]1[CH2:28][CH2:27][CH2:23][N:22]1[C:38]([NH:37][CH2:30][C:31]1[CH:36]=[CH:35][CH:34]=[CH:33][CH:32]=1)=[O:39])=[O:8])[OH:21])=[O:17])[CH3:20]. Reported procedure: 4N Hydrochloric acid (1,4-dioxane solution, 50 ml) was added to (S)-1-(tert-butoxycarbonyl)-2-[2-(ethoxycarbonyl)-1-hydroxyethyl]pyrrolidine (5.73 g), and the mixture was stirred at room temperature for 2 hours. The reaction mixture was concentrated to dryness and the residue was reacted with N-(benzylamincarbonyl)-L-proline obtained by stirring L-proline (1.15 g), benzyl isocyanate (1.13 g) and triethylamine (1.01 g) in DMF (10 ml), at room temperature for 1 hour, in the same manner as in Examp... The reactants are [H-].[Al+3].[Li+].[H-].[H-].[H-] (lithium aluminium hydride), F[C@H]1CN(CC1)CC(=O)OC (methyl 2-[(3R)-3-fluoropyrrolidin-1-yl]acetate), ice. The solvent is C1CCOC1 (THF), C1CCOC1 (THF). Run at temperature 70 celsius, time 2 hour. The product is F[C@H]1CN(CC1)CCO (2-[(3R)-3-fluoropyrrolidin-1-yl]ethanol). Isolated yield 73.1%. Reaction SMILES: [H-].[Al+3].[Li+].[H-].[H-].[H-].[F:7][C@@H:8]1[CH2:12][CH2:11][N:10]([CH2:13][C:14](OC)=[O:15])[CH2:9]1>C1COCC1>[F:7][C@@H:8]1[CH2:12][CH2:11][N:10]([CH2:13][CH2:14][OH:15])[CH2:9]1 |f:0.1.2.3.4.5|. Procedure details: 2-[(3R)-3-fluoropyrrolidin-1-yl]ethanol was synthesized as followed: a suspension of (3R)-3-fluoropyrrolidine hydrochloride (1 g, 8 mmol) in CH2Cl2 was cooled to 0° C. Triethylamine (2.79 mL, 20 mmol) and methyl bromoacetate (0.83 mL, 8.8 mmol) were added and the reaction mixture was stirred at room temperature for 16 h. The reaction mixture was diluted with CH2Cl2 and water. The layers were separated and the aqueous layer was extracted with CH2Cl2. The combined organic phases were dried (phase ... Reaction SMILES: [C:22](=[O:23])([O-:24])[O-:25].[F:1][c:2]1[cH:3][cH:4][c:5]([CH:6]=[O:7])[cH:8][cH:9]1.[K+:26].[K+:27].[N:10]1([CH:16]2[CH2:17][CH2:18][NH:19][CH2:20][CH2:21]2)[CH2:11][CH2:12][CH2:13][CH2:14][CH2:15]1.[O:29]=[CH:30][N:31]([CH3:32])[CH3:33].[OH2:28]>>[c:2]1([N:19]2[CH2:18][CH2:17][CH:16]([N:10]3[CH2:11][CH2:12][CH2:13][CH2:14][CH2:15]3)[CH2:21][CH2:20]2)[cH:3][cH:4][c:5]([CH:6]=[O:7])[cH:8][cH:9]1. Starting materials: O=C([O-])[O-], O=Cc1ccc(F)cc1, [K+], [K+], C1CCN(C2CCNCC2)CC1, CN(C)C=O, O. The product is O=Cc1ccc(N2CCC(N3CCCCC3)CC2)cc1. The reactants are C1(=C(C(=C(C(=C1F)F)F)N)F)N.Cl.Cl (dihydrochloride), [N+](=O)([O-])C1=CC=C(C=C1)NCCN(CCO)CCO (2-[[-(4-nitrophenylamino)ethyl]-(2-hydroxyethyl)amino]ethanol). The reagents and catalysts are [Zn].[Cl-].[NH4+].O.C(C)O (zinc ammonium chloride water ethanol). Yields the product Cl.Cl.NC1=CC=C(C=C1)NCCN(CCO)CCO (2-[[2-(4-aminophenylamino)ethyl]-(2-hydroxyethyl)amino]ethanol Dihydrochloride). RXN SMILES: [N+:1]([C:4]1[CH:9]=[CH:8][C:7]([NH:10][CH2:11][CH2:12][N:13]([CH2:17][CH2:18][OH:19])[CH2:14][CH2:15][OH:16])=[CH:6][CH:5]=1)([O-])=O.C1(N)C(F)=C(F)C(F)=C(N)C=1F.[ClH:32].Cl>[Zn].[Cl-].[NH4+].O.C(O)C>[ClH:32].[ClH:32].[NH2:1][C:4]1[CH:9]=[CH:8][C:7]([NH:10][CH2:11][CH2:12][N:13]([CH2:17][CH2:18][OH:19])[CH2:14][CH2:15][OH:16])=[CH:6][CH:5]=1 |f:1.2.3,4.5.6.7.8,9.10.11|. Procedure details: The 2-[[2-(4-nitrophenylamino)ethyl]-(2-hydroxyethyl)amino]ethanol (19) obtained above was reduced with a boiling zinc/ammonium chloride/water/ethanol mixture. The corresponding amine was isolated in dihydrochloride form. Starting materials: O1CCOC12CCC(CC2)C2=CNC1=CC=C(C=C21)C#N (3-(1,4-dioxa-spiro[4,5]dec-8-yl)-5-cyano-1H-indole), [H-].[Na+] (sodium hydride), C(C)Br (ethylbromide). Run in CN(C=O)C (N,N-dimethylformamide). Conditions: time 30 minute. The product is O1CCOC12CCC(CC2)C2=CN(C1=CC=C(C=C21)C#N)CC (3-(1,4-Dioxa-spiro[4,5]dec-8-yl)-5-cyano-1-ethyl-indole). The yield is 55.4%. Reaction SMILES: [H-].[Na+].[O:3]1[C:7]2([CH2:12][CH2:11][CH:10]([C:13]3[C:21]4[C:16](=[CH:17][CH:18]=[C:19]([C:22]#[N:23])[CH:20]=4)[NH:15][CH:14]=3)[CH2:9][CH2:8]2)[O:6][CH2:5][CH2:4]1.[CH2:24](Br)[CH3:25]>CN(C)C=O>[O:6]1[C:7]2([CH2:12][CH2:11][CH:10]([C:13]3[C:21]4[C:16](=[CH:17][CH:18]=[C:19]([C:22]#[N:23])[CH:20]=4)[N:15]([CH2:24][CH3:25])[CH:14]=3)[CH2:9][CH2:8]2)[O:3][CH2:4][CH2:5]1 |f:0.1|. Procedure details: To a suspension of sodium hydride (60%, 1.63 g, 0.068 mol) in anhydrous N,N-dimethylformamide (150 ml) was added 3-(1,4-dioxa-spiro[4,5]dec-8-yl)-5-cyano-1H-indole (9.0 g, 0.032 mol) at room temperature. The mixture was stirred for 30 minutes at room temperature then ethylbromide (14.6 g, 0.13 mol) was added at room temperature. The reaction was allowed to stir for overnight, then quenched with water (50 ml). The mixture was extracted with methylene chloride (3×150 ml) and water (3×150 ml). The ...